From a dataset of the Open Reaction Database (ORD), a public repository of structured organic reaction records. describe an organic reaction: reactants, conditions, products, and yield The reactants are I.ClC1=C(C=NNC(SC)=N)C(=CC=C1)Cl (methyl 3-(2,6-dichlorobenzylidene)thiocarbazimidate hydroiodide), C(C1=CC=CC=C1)N (benzylamine), C(C)O (ethanol). The solvent is O (water). Product: C(C1=CC=CC=C1)NC(=N)NN=CC1=C(C=CC=C1Cl)Cl (1-Benzyl-3-(2,6-dichlorobenzylideneamino)guanidine). As a reaction SMILES: I.[Cl:2][C:3]1[CH:15]=[CH:14][CH:13]=[C:12]([Cl:16])[C:4]=1[CH:5]=[N:6][NH:7][C:8](=[NH:11])SC.[CH2:17]([NH2:24])[C:18]1[CH:23]=[CH:22][CH:21]=[CH:20][CH:19]=1.C(O)C>O>[CH2:17]([NH:24][C:8]([NH:7][N:6]=[CH:5][C:4]1[C:12]([Cl:16])=[CH:13][CH:14]=[CH:15][C:3]=1[Cl:2])=[NH:11])[C:18]1[CH:23]=[CH:22][CH:21]=[CH:20][CH:19]=1 |f:0.1|. Procedure: A solution of 93.6 g of methyl 3-(2,6-dichlorobenzylidene)thiocarbazimidate hydroiodide (U.S. Pat. No. 3,657,337) and 51.2 of benzylamine in 400 ml. of absolute ethanol is heated at reflux for 6 hours and then diluted while hot with 400 ml. of water, causing the separation of an oil. On standing, the oil crystallizes and the nearly colorless crystals are recovered by filtration. Recrystallization from aqueous ethanol gives the desired product as pale yellow crystals, m.p. 134°-137° C. Reactants: C(CCC)[Li] (n-Butyllithium), FC1=C(C=CC=C1)Br (2-fluorobromobenzene), B(OC(C)C)(OC(C)C)OC(C)C (triisopropyl borate). Solvent: O1CCCC1 (tetrahydrofuran). Conditions: temperature -78 celsius, time 60 minute. Product: FC1=C(C=CC=C1)B(O)O (2-Fluorobenzeneboronic Acid). Yield: 63.1%. As a reaction SMILES: [F:1][C:2]1[CH:7]=[CH:6][CH:5]=[CH:4][C:3]=1Br.C([Li])CCC.[B:14](OC(C)C)([O:19]C(C)C)[O:15]C(C)C>O1CCCC1>[F:1][C:2]1[CH:7]=[CH:6][CH:5]=[CH:4][C:3]=1[B:14]([OH:19])[OH:15]. Reported procedure: A solution of 50 g (285.6 mmol) of 2-fluorobromobenzene in 400 mL of tetrahydrofuran was cooled to −78° C. and 200 mL (320.0 mmol) of 1.6M n-Butyllithium was added via a cannula. The mixture was stirred at −78° C. for 60 minutes, then 98.9 mL (428.4 mmol) of triisopropyl borate was added via a cannula and stirring was continued for 60 minutes. The cooling bath was removed and the mixture was stirred at ambient temperature for 1.5 hours, then 150 mL of 6N hydrochloric acid was added and stirring ...